Task: describe an organic reaction: reactants, conditions, products, and yield. Dataset: the Open Reaction Database (ORD), a public repository of structured organic reaction records Starting materials: COC(=O)C(C)O, C1CCC2=NCCCN2CC1, C1CCOC1, CS(=O)c1ncc(C(=O)Nc2ccc(F)cc2)cn1. The product is COC(=O)C(C)Oc1ncc(C(=O)Nc2ccc(F)cc2)cn1. As a reaction SMILES: [C:20]([CH:21]([OH:22])[CH3:23])(=[O:24])[O:25][CH3:26].[CH2:27]1[CH2:28][CH2:29][C:30]2=[N:35][CH2:34][CH2:33][CH2:32][N:31]2[CH2:36][CH2:37]1.[CH2:38]1[O:39][CH2:40][CH2:41][CH2:42]1.[F:1][c:2]1[cH:3][cH:4][c:5]([NH:8][C:9](=[O:10])[c:11]2[cH:12][n:13][c:14]([S:17]([CH3:18])=[O:19])[n:15][cH:16]2)[cH:6][cH:7]1>>[F:1][c:2]1[cH:3][cH:4][c:5]([NH:8][C:9](=[O:10])[c:11]2[cH:12][n:13][c:14]([O:22][CH:21]([C:20](=[O:24])[O:25][CH3:26])[CH3:23])[n:15][cH:16]2)[cH:6][cH:7]1. Reactants: [N+](=O)([O-])[O-].[K+] (potassium nitrate), S(O)(O)(=O)=O (sulphuric acid), N (ammonia), S(O)(O)(=O)=O (sulphuric acid), C(C)OC(=O)C1(C(NC2=CC(=CC=C12)NC(=O)C1=CC=NC=C1)=O)C (3-ethoxycarbonyl-3-methyl-6-(4-pyridinoylamino)-indolin-2-one). Reaction conditions: time 1 hour. The product is C(C)OC(=O)C1(C(NC2=CC(=C(C=C12)[N+](=O)[O-])NC(=O)C1=CC=NC=C1)=O)C (3-Ethoxycarbonyl-3-methyl-5-nitro-6-(4-pyridinoylamino)-indolin-2-one). Reaction SMILES: [N+:1]([O-:4])([O-])=[O:2].[K+].S(=O)(=O)(O)O.[CH2:11]([O:13][C:14]([C:16]1([CH3:35])[C:24]2[C:19](=[CH:20][C:21]([NH:25][C:26]([C:28]3[CH:33]=[CH:32][N:31]=[CH:30][CH:29]=3)=[O:27])=[CH:22][CH:23]=2)[NH:18][C:17]1=[O:34])=[O:15])[CH3:12].N>>[CH2:11]([O:13][C:14]([C:16]1([CH3:35])[C:24]2[C:19](=[CH:20][C:21]([NH:25][C:26]([C:28]3[CH:29]=[CH:30][N:31]=[CH:32][CH:33]=3)=[O:27])=[C:22]([N+:1]([O-:4])=[O:2])[CH:23]=2)[NH:18][C:17]1=[O:34])=[O:15])[CH3:12] |f:0.1|. Procedure: A solution of 3.9 g. (0.038 mol) potassium nitrate in 30 ml. concentrated sulphuric acid is added dropwise, while cooling, to a solution of 13 g. (0.038 mol) 3-ethoxycarbonyl-3-methyl-6-(4-pyridinoylamino)-indolin-2-one in 90 ml. concentrated sulphuric acid. The reaction mixture is further stirred for about 1 hour, poured on to ice, adjusted to pH 8 with a concentrated aqueous solution of ammonia, while cooling, and the crystals obtained are filtered off with suction and recrystallised from etha...